Dataset: the Open Reaction Database (ORD), a public repository of structured organic reaction records. Task: describe an organic reaction: reactants, conditions, products, and yield Starting materials: Cl (hydrochloric acid), ClS(=O)(=O)C=1C=C2CCCOC2=C(C1)C(=O)O (6-chlorosulphonylchroman-8- carboxylic acid), C(C)(=O)O (acetic acid), [Sn] (tin). The solvent is O (water). Conditions: temperature 80 celsius, time 3 hour. The product is SC=1C=C2CCCOC2=C(C1)C(=O)O (6-Mercaptochroman-8-carboxylic acid). RXN SMILES: Cl[S:2]([C:5]1[CH:6]=[C:7]2[C:12](=[C:13]([C:15]([OH:17])=[O:16])[CH:14]=1)[O:11][CH2:10][CH2:9][CH2:8]2)(=O)=O.C(O)(=O)C.[Sn].Cl>O>[SH:2][C:5]1[CH:6]=[C:7]2[C:12](=[C:13]([C:15]([OH:17])=[O:16])[CH:14]=1)[O:11][CH2:10][CH2:9][CH2:8]2 |^3:21|. Procedure details: 238 g of 6-chlorosulphonylchroman-8- carboxylic acid and 645 ml of acetic acid were introduced into a 6-liter round-bottomed flask. The mixture was heated to 80° C. and 384 g of tin was added and the mixture was then cooled to 50° C. 1720 ml of hydrochloric acid (d=1.18) were then poured in dropwise, while maintaining the temperature between 55° and 60° C. first by cooling in an ice bath and then by heating in a water bath. Heating was then continued for 3 hours at 60° C. and the solution was po...